Dataset: the Open Reaction Database (ORD), a public repository of structured organic reaction records. Task: describe an organic reaction: reactants, conditions, products, and yield Reactants: O.C1(=CC(O)=CC(C)=C1)O (Orcinol monohydrate), C(#N)C1=C(C=CC=C1)S(=O)(=O)Cl (2-cyanobenzenesulfonyl chloride), C(C)OCC (diethyl ether). The solvent is O (water), C(=O)(O)[O-].[Na+] (NaHCO3). Conditions: time 8 hour. The product is C(#N)C1=C(C=CC=C1)S(=O)(=O)OC=1C=C(C=C(C1)C)O (3-(2-Cyanophenylsulfonyloxy)-5-methylphenol). The yield is 57.0%. RXN SMILES: O.[C:2]1([OH:10])[CH:9]=[C:7]([CH3:8])[CH:6]=[C:4]([OH:5])[CH:3]=1.[C:11]([C:13]1[CH:18]=[CH:17][CH:16]=[CH:15][C:14]=1[S:19](Cl)(=[O:21])=[O:20])#[N:12].C(OCC)C>C([O-])(O)=O.[Na+].O>[C:11]([C:13]1[CH:18]=[CH:17][CH:16]=[CH:15][C:14]=1[S:19]([O:5][C:4]1[CH:3]=[C:2]([OH:10])[CH:9]=[C:7]([CH3:8])[CH:6]=1)(=[O:21])=[O:20])#[N:12] |f:0.1,4.5|. Reported procedure: Orcinol monohydrate (1.42 g, 10.0 mmol) and 2-cyanobenzenesulfonyl chloride 2.02 g, 10.0 mmol) were mixed in saturated NaHCO3 (30 mL) and diethyl ether 30 mL). The biphasic mixture was stirred vigorously at room temperature overnight. The reaction mixture was diluted with water (50 mL) and extracted into ethyl acetate (3×50 mL). The organic phase was washed with brine (2×50 mL) and dried over Na2SO4. After removing the solvent in vacuo, the residue was purified by flash column chromatography (di... Reactants: NC=1C=NN(C1)C1=NC(=C2N=CN(C2=N1)[C@H]1[C@@H]([C@@H]([C@H](C1)NC(CO)=O)O)O)NCC(C1=CC=CC=C1)C1=CC=CC=C1 (N-{(1S,2R,3S,4R)-4-[2-(4-amino-pyrazol-1-yl)-6-(2,2-diphenyl-ethylamino)-purin-9-yl]-2,3-dihydroxy-cyclopentyl}-2-hydroxy-acetamide), ClC1=NC(=C2N=CN(C2=N1)[C@H]1[C@@H]([C@@H]([C@H](C1)NC(CC)=O)O)O)NCC(C1=CC=CC=C1)C1=CC=CC=C1 (N-{(1S,2R,3S,4R)-4-[2-chloro-6-(2,2-diphenyl-ethylamino)-purin-9-yl]-2,3-dihydroxy-cyclopentyl}-propionamide), ClC1=NC(=C2N=CN(C2=N1)[C@H]1[C@@H]([C@@H]([C@H](C1)NC(=O)COC(C)=O)O)O)NCC(C1=CC=CC=C1)C1=CC=CC=C1 (acetic acid {(1S,2R,3S,4R)-4-[2-chloro-6-(2,2-diphenyl-ethylamino)-purin-9-yl]-2,3-dihydroxy-cyclopentylcarbamoyl}-methyl ester). Yields the product NC=1C=NN(C1)C1=NC(=C2N=CN(C2=N1)[C@H]1[C@@H]([C@@H]([C@H](C1)NC(CC)=O)O)O)NCC(C1=CC=CC=C1)C1=CC=CC=C1 (N-{(1S,2R,3S,4R)-4-[2-(4-Amino-pyrazol-1-yl)-6-(2,2-diphenyl-ethylamino)-purin-9-yl]-2,3-dihydroxy-cyclopentyl}-propionamide). Reaction SMILES: [NH2:1][C:2]1[CH:3]=[N:4][N:5]([C:7]2[N:15]=[C:14]3[C:10]([N:11]=[CH:12][N:13]3[C@@H:16]3[CH2:20][C@H:19]([NH:21][C:22](=[O:25])[CH2:23]O)[C@@H:18]([OH:26])[C@H:17]3[OH:27])=[C:9]([NH:28][CH2:29][CH:30]([C:37]3[CH:42]=[CH:41][CH:40]=[CH:39][CH:38]=3)[C:31]3[CH:36]=[CH:35][CH:34]=[CH:33][CH:32]=3)[N:8]=2)[CH:6]=1.Cl[C:44]1N=C2C(N=CN2[C@@H]2C[C@H](NC(=O)CC)[C@@H](O)[C@H]2O)=C(NCC(C2C=CC=CC=2)C2C=CC=CC=2)N=1.ClC1N=C2C(N=CN2[C@@H]2C[C@H](NC(COC(=O)C)=O)[C@@H](O)[C@H]2O)=C(NCC(C2C=CC=CC=2)C2C=CC=CC=2)N=1>>[NH2:1][C:2]1[CH:3]=[N:4][N:5]([C:7]2[N:15]=[C:14]3[C:10]([N:11]=[CH:12][N:13]3[C@@H:16]3[CH2:20][C@H:19]([NH:21][C:22](=[O:25])[CH2:23][CH3:44])[C@@H:18]([OH:26])[C@H:17]3[OH:27])=[C:9]([NH:28][CH2:29][CH:30]([C:37]3[CH:42]=[CH:41][CH:40]=[CH:39][CH:38]=3)[C:31]3[CH:32]=[CH:33][CH:34]=[CH:35][CH:36]=3)[N:8]=2)[CH:6]=1. Procedure: The title compound is prepared analogously to N-{(1S,2R,3S,4R)-4-[2-(4-amino-pyrazol-1-yl)-6-(2,2-diphenyl-ethylamino)-purin-9-yl]-2,3-dihydroxy-cyclopentyl}-2-hydroxy-acetamide (Intermediate ZP), by substituting N-{(1S,2R,3S,4R)-4-[2-chloro-6-(2,2-diphenyl-ethylamino)-purin-9-yl]-2,3-dihydroxy-cyclopentyl}-propionamide (Intermediate J) for acetic acid {(1S,2R,3S,4R)-4-[2-chloro-6-(2,2-diphenyl-ethylamino)-purin-9-yl]-2,3-dihydroxy-cyclopentylcarbamoyl}-methyl ester (Intermediate Q1).